From a dataset of the Open Reaction Database (ORD), a public repository of structured organic reaction records. describe an organic reaction: reactants, conditions, products, and yield Reactants: ClC1=CC(=C(OC2=C(C(=O)N)C(=CC(=N2)C)NC(CC)CO)C(=C1)C)C (2-(4-chloro-2,6-dimethyl-phenoxy)-4-(1-hydroxymethyl-propylamino)-6-methyl-nicotinamide), CC(=O)OI1(C=2C=CC=CC2C(=O)O1)(OC(=O)C)OC(=O)C (Dess-Martin reagent). Run in C(Cl)Cl.CS(=O)C (methylene chloride DMSO). Reaction conditions: time 4 hour. The product is ClC1=CC(=C(OC2=C(C(=O)N)C(=CC(=N2)C)NC(CC)C=O)C(=C1)C)C (2-(4-Chloro-2,6-dimethyl-phenoxy)-4-(1-formyl-propylamino)-6-methyl-nicotinamide). RXN SMILES: [Cl:1][C:2]1[CH:24]=[C:23]([CH3:25])[C:5]([O:6][C:7]2[N:15]=[C:14]([CH3:16])[CH:13]=[C:12]([NH:17][CH:18]([CH2:21][OH:22])[CH2:19][CH3:20])[C:8]=2[C:9]([NH2:11])=[O:10])=[C:4]([CH3:26])[CH:3]=1.CC(OI1(OC(C)=O)(OC(C)=O)OC(=O)C2C=CC=CC1=2)=O>C(Cl)Cl.CS(C)=O>[Cl:1][C:2]1[CH:3]=[C:4]([CH3:26])[C:5]([O:6][C:7]2[N:15]=[C:14]([CH3:16])[CH:13]=[C:12]([NH:17][CH:18]([CH:21]=[O:22])[CH2:19][CH3:20])[C:8]=2[C:9]([NH2:11])=[O:10])=[C:23]([CH3:25])[CH:24]=1 |f:2.3|. Reported procedure: A mixture of 2-(4-chloro-2,6-dimethyl-phenoxy)-4-(1-hydroxymethyl-propylamino)-6-methyl-nicotinamide and Dess-Martin reagent in methylene chloride/DMSO was stirred at rt for 4 hr. The title compound was isolated after standard work-up and silica gel Biotage purification. 1H NMR(CDCl3) d 9.52(s,1H), 8.00(brs,1H), 7.06(s,22H), 5.99(s,1H), 5.8(brs,1H), 3.85(m,1H), 2.09(s,3H), 2.08(s,6H), 1.8-2.2(m,2H), 1.08(t,3H) ppm. Reactants: F (Hydrogen fluoride), C(C)(=O)OCC=1N(C2=C(C=NC=3C=C(C=CC23)OCC2=CC=CC=C2)N1)CC(C)(C)O ([7-benzyloxy-1-(2-hydroxy-2-methylpropyl)-1H-imidazo[4,5-c]quinolin-2-yl]methyl acetate), O (water), C1=CC(=CC(=C1)Cl)C(=O)OO (mCPBA). The solvent is CN(C)C=O (DMF), CO (methanol). Reaction conditions: time 5.5 hour. Yields the product C(C)(=O)OCC=1N(C2=C(C=[N+](C=3C=C(C=CC23)OCC2=CC=CC=C2)[O-])N1)CC(C)(C)O ([7-benzyloxy-1-(2-hydroxy-2-methylpropyl)-5-oxido-1H-imidazo[4,5-c]quinolin-2-yl]methyl acetate). Yield: 100.5%. Reaction SMILES: F.[C:2]([O:5][CH2:6][C:7]1[N:8]([CH2:28][C:29]([OH:32])([CH3:31])[CH3:30])[C:9]2[C:18]3[CH:17]=[CH:16][C:15]([O:19][CH2:20][C:21]4[CH:26]=[CH:25][CH:24]=[CH:23][CH:22]=4)=[CH:14][C:13]=3[N:12]=[CH:11][C:10]=2[N:27]=1)(=[O:4])[CH3:3].C1C=C(Cl)C=C(C(OO)=[O:41])C=1.O>CN(C=O)C.CO>[C:2]([O:5][CH2:6][C:7]1[N:8]([CH2:28][C:29]([OH:32])([CH3:31])[CH3:30])[C:9]2[C:18]3[CH:17]=[CH:16][C:15]([O:19][CH2:20][C:21]4[CH:26]=[CH:25][CH:24]=[CH:23][CH:22]=4)=[CH:14][C:13]=3[N+:12]([O-:41])=[CH:11][C:10]=2[N:27]=1)(=[O:4])[CH3:3]. Reported procedure: Hydrogen fluoride (7.5 g of 48%, 0.18 mol) was added to a solution of [7-benzyloxy-1-(2-hydroxy-2-methylpropyl)-1H-imidazo[4,5-c]quinolin-2-yl]methyl acetate (40.0 g, 0.0953 mol) in DMF (910 mL) and methanol (300 mL). mCPBA (60.6 g, 0.200 mol, 57% pure) was then added in one portion, and the reaction was stirred at ambient temperature for 5.5 hours. A mixture of ice and deionized water (4 L) was then added to the reaction mixture, and the resulting mixture was stirred vigorously for 30 minutes. ... As a reaction SMILES: [ClH:1].[N:2]12[CH2:9][CH2:8][CH:5]([CH2:6][CH2:7]1)[C@@H:4]([NH:10][C:11]([C:13]1[O:14][C:15]3[C:21]([C:22]4[CH:23]=[C:24]([CH:28]=[CH:29][CH:30]=4)[C:25]([OH:27])=O)=[CH:20][CH:19]=[CH:18][C:16]=3[CH:17]=1)=[O:12])[CH2:3]2.[CH2:31]([NH2:35])[CH:32]([CH3:34])[CH3:33]>>[ClH:1].[N:2]12[CH2:7][CH2:6][CH:5]([CH2:8][CH2:9]1)[C@@H:4]([NH:10][C:11]([C:13]1[O:14][C:15]3[C:21]([C:22]4[CH:30]=[CH:29][CH:28]=[C:24]([C:25]([NH:35][CH2:31][CH:32]([CH3:34])[CH3:33])=[O:27])[CH:23]=4)=[CH:20][CH:19]=[CH:18][C:16]=3[CH:17]=1)=[O:12])[CH2:3]2 |f:0.1,3.4|. Reported procedure: 50 mg (0.12 mmol) of 3-(2-{[(3R)-1-azabicyclo[2.2.2]oct-3-ylamino]carbonyl}-1-benzofuran-7-yl)benzoic acid hydrochloride (Example 149) and 17.1 mg (0.23 mmol) of iso-butylamine are reacted together by general method E. 15.2 mg (26.9% of theory) of the title compound are obtained. Reactants: Cl.N12C[C@@H](C(CC1)CC2)NC(=O)C=2OC1=C(C2)C=CC=C1C=1C=C(C(=O)O)C=CC1 (3-(2-{[(3R)-1-Azabicyclo[2.2.2]oct-3-ylamino]carbonyl}-1-benzofuran-7-yl)-benzoic acid hydrochloride), C(C(C)C)N (iso-butylamine). Product: Cl.N12C[C@@H](C(CC1)CC2)NC(=O)C=2OC1=C(C2)C=CC=C1C1=CC(=CC=C1)C(=O)NCC(C)C (N-[(3R)-1-Azabicyclo[2.2.2]oct-3-yl]-7-{3-[(isobutylamino)carbonyl]phenyl}-1-benzofuran-2-carboxamide hydrochloride). The reactants are [C-]#[C-], CCC12CCC3C4CCC(=O)C=C4CCC3C1CCC2=O, CC(C)=O, [K+], [K+], N. Yields the product C#CC1(O)CCC2C3CCC4=CC(=O)CCC4C3CCC21CC. Reaction SMILES: [C-:23]#[C-:24].[CH2:1]([CH3:2])[C:3]12[C:4](=[O:21])[CH2:5][CH2:6][CH:7]1[CH:8]1[CH:9]([CH2:10][CH2:11]2)[CH:12]2[CH2:13][CH2:14][C:15](=[O:20])[CH:16]=[C:17]2[CH2:18][CH2:19]1.[CH3:27][C:28](=[O:29])[CH3:30].[K+:25].[K+:26].[NH3:22]>>[CH2:1]([CH3:2])[C:3]12[C:4]([OH:21])([C:23]#[CH:24])[CH2:5][CH2:6][CH:7]1[CH:8]1[CH:9]([CH2:10][CH2:11]2)[CH:12]2[CH2:13][CH2:14][C:15](=[O:20])[CH:16]=[C:17]2[CH2:18][CH2:19]1.